From a dataset of the Open Reaction Database (ORD), a public repository of structured organic reaction records. describe an organic reaction: reactants, conditions, products, and yield Reactants: COCCOC1=CC(=C(C=C1)[N+](=O)[O-])[N+](=O)[O-] (2-methoxyethoxy-3,4-dinitrobenzene), O=C1NC2=CC=C(C=C2C1)NC(=O)C1=CC=C(C=O)C=C1 (4-((2-oxoindolin-5-yl)aminocarbonyl)benzaldehyde). Yields the product COCCOC=1C=CC2=C(NC(=N2)C2=CC=C(C(=O)NC=3C=C4CC(NC4=CC3)=O)C=C2)C1 (4-(6-(2-Methoxyethoxy)-1H-benzo[d]imidazol-2-yl)-N-(2-oxoindolin-5-yl)benzamide). As a reaction SMILES: [CH3:1][O:2][CH2:3][CH2:4][O:5][C:6]1[CH:11]=[CH:10][C:9]([N+:12]([O-])=O)=[C:8]([N+:15]([O-])=O)[CH:7]=1.[O:18]=[C:19]1[CH2:27][C:26]2[C:21](=[CH:22][CH:23]=[C:24]([NH:28][C:29]([C:31]3[CH:38]=[CH:37][C:34]([CH:35]=O)=[CH:33][CH:32]=3)=[O:30])[CH:25]=2)[NH:20]1>>[CH3:1][O:2][CH2:3][CH2:4][O:5][C:6]1[CH:11]=[CH:10][C:9]2[N:12]=[C:35]([C:34]3[CH:33]=[CH:32][C:31]([C:29]([NH:28][C:24]4[CH:25]=[C:26]5[C:21](=[CH:22][CH:23]=4)[NH:20][C:19](=[O:18])[CH2:27]5)=[O:30])=[CH:38][CH:37]=3)[NH:15][C:8]=2[CH:7]=1. Reported procedure: Compound 666 was prepared according to the procedure similar to that described in Scheme III from 1-(2-methoxyethoxy-3,4-dinitrobenzene and 4-((2-oxoindolin-5-yl)aminocarbonyl)benzaldehyde. [M+H]+ calcd for C25H22N4O4: 443.16; found: 443.05. Conditions: temperature 50 celsius, time 7 day. RXN SMILES: [C:1](=[O:14])([O:6][CH2:7][C:8]1[CH:13]=[CH:12][CH:11]=[CH:10][CH:9]=1)[O:2][CH:3](Cl)[CH3:4].[C:15]([NH:18][C:19]1[C:20]([I:35])=[C:21]([N:30]([C:32](=[O:34])[CH3:33])[CH3:31])[C:22]([I:29])=[C:23]([C:26]([O-:28])=[O:27])[C:24]=1[I:25])(=[O:17])[CH3:16].[K+].[I-].[Na+]>CN(C=O)C>[C:15]([NH:18][C:19]1[C:20]([I:35])=[C:21]([N:30]([C:32](=[O:34])[CH3:33])[CH3:31])[C:22]([I:29])=[C:23]([C:26]([O:28][CH:3]([O:2][C:1]([O:6][CH2:7][C:8]2[CH:13]=[CH:12][CH:11]=[CH:10][CH:9]=2)=[O:14])[CH3:4])=[O:27])[C:24]=1[I:25])(=[O:17])[CH3:16] |f:1.2,3.4|. The reactants are C(OC(C)Cl)(OCC1=CC=CC=C1)=O (1-Chloroethyl benzyl carbonate), C(C)(=O)NC=1C(=C(C(=C(C1I)C(=O)[O-])I)N(C)C(C)=O)I.[K+] (potassium 5-(N-acetylamino)-3-(N-acetyl-N-methylamino)-2,4,6-triiodobenzenecarboxylate), [I-].[Na+] (sodium iodide). Solvent: CN(C)C=O (DMF). Product: C(C)(=O)NC=1C(=C(C(=C(C1I)C(=O)OC(C)OC(=O)OCC1=CC=CC=C1)I)N(C)C(C)=O)I (1-(Benzyloxycarbonyloxy)ethyl 5-(N-acetylamino)-3-(N-acetyl-N-methylamino)-2,4,6-triiodobenzenecarboxylate). Procedure details: 1-Chloroethyl benzyl carbonate (prepared according to Synthesis 1986, 627), (2.36 g, 11.0 mmol) was added at room temperature to a solution of potassium 5-(N-acetylamino)-3-(N-acetyl-N-methylamino)-2,4,6-triiodobenzenecarboxylate (6.66 g, 20 mmol) and sodium iodide (0.15 g, 1 mmol) in dry DMF (50 ml). After stirring at 50° C. for 7 hours and at room temperature for 7 days the solvent was removed at reduced pressure. The residue was dissolved in chloroform (100 ml) and washed four times with a sa... Reactants: CCO, CCCCCCCCCCCCC1=C(Cl)C(=O)c2ccccc2C1=O, Cl, [Na+], [OH-]. Product: CCCCCCCCCCCCC1=C(O)C(=O)c2ccccc2C1=O. RXN SMILES: [CH3:29][CH2:30][OH:31].[Cl:1][C:2]1=[C:3]([CH2:14][CH2:15][CH2:16][CH2:17][CH2:18][CH2:19][CH2:20][CH2:21][CH2:22][CH2:23][CH2:24][CH3:25])[C:4](=[O:13])[c:5]2[cH:6][cH:7][cH:8][cH:9][c:10]2[C:11]1=[O:12].[ClH:28].[Na+:27].[OH-:26]>>[C:2]1([OH:26])=[C:3]([CH2:14][CH2:15][CH2:16][CH2:17][CH2:18][CH2:19][CH2:20][CH2:21][CH2:22][CH2:23][CH2:24][CH3:25])[C:4](=[O:13])[c:5]2[cH:6][cH:7][cH:8][cH:9][c:10]2[C:11]1=[O:12]. Starting materials: COc1cc(C(=O)O)ccc1C12CC3CC(CC(C3)C1)C2, [Cl-]. Yields the product COc1cc(C(=O)Cl)ccc1C12CC3CC(CC(C3)C1)C2. As a reaction SMILES: [C:1]12([c:11]3[c:12]([O:20][CH3:21])[cH:13][c:14]([C:15](=[O:16])[OH:17])[cH:18][cH:19]3)[CH2:2][CH:3]3[CH2:4][CH:5]([CH2:6][CH:7]([CH2:8]1)[CH2:9]3)[CH2:10]2.[Cl-:22]>>[C:1]12([c:11]3[c:12]([O:20][CH3:21])[cH:13][c:14]([C:15](=[O:16])[Cl:22])[cH:18][cH:19]3)[CH2:2][CH:3]3[CH2:4][CH:5]([CH2:6][CH:7]([CH2:8]1)[CH2:9]3)[CH2:10]2. Yields the product ClC1=C(OCC(COC2=CC=C(C=C2)C(C)=O)=C)C(=CC(=C1)OCC=C(Cl)Cl)Cl (1-(4-{2-[2,6-dichloro-4-(3,3-dichloro-allyloxy)-phenoxymethyl]-allyloxy}-phenyl)-ethanone). Starting materials: ClC1=C(C(=CC(=C1)OCC=C(Cl)Cl)Cl)OCC(=C)CCl (1,3-dichloro-2-(2-chloromethyl-allyloxy)-5-(3,3-dichloro-allyloxy)-benzene), CC(=O)C=1C=CC(=CC1)O (4-hydroxyacetophenone), C([O-])([O-])=O.[K+].[K+] (potassium carbonate), [I-].[K+] (potassium iodide). Procedure: 1.6 g of 1,3-dichloro-2-(2-chloromethyl-allyloxy)-5-(3,3-dichloro-allyloxy)-benzene and 686 mg of 4-hydroxyacetophenone are introduced into 25 ml of acetonitrile. 1.7 g of potassium carbonate and 50 mg of potassium iodide are then added and the mixture is stirred for 3 hours at 80° C. The reaction mixture is filtered and the filtrate is concentrated. After purification over silica gel, 1-(4-{2-[2,6-dichloro-4-(3,3-dichloro-allyloxy)-phenoxymethyl]-allyloxy}-phenyl)-ethanone is obtained. Run at temperature 80 celsius, time 3 hour. Reaction SMILES: [Cl:1][C:2]1[CH:7]=[C:6]([O:8][CH2:9][CH:10]=[C:11]([Cl:13])[Cl:12])[CH:5]=[C:4]([Cl:14])[C:3]=1[O:15][CH2:16][C:17]([CH2:19]Cl)=[CH2:18].[CH3:21][C:22]([C:24]1[CH:25]=[CH:26][C:27]([OH:30])=[CH:28][CH:29]=1)=[O:23].C(=O)([O-])[O-].[K+].[K+].[I-].[K+]>C(#N)C>[Cl:14][C:4]1[CH:5]=[C:6]([O:8][CH2:9][CH:10]=[C:11]([Cl:12])[Cl:13])[CH:7]=[C:2]([Cl:1])[C:3]=1[O:15][CH2:16][C:17](=[CH2:18])[CH2:19][O:30][C:27]1[CH:28]=[CH:29][C:24]([C:22](=[O:23])[CH3:21])=[CH:25][CH:26]=1 |f:2.3.4,5.6|. The solvent is C(C)#N (acetonitrile). Starting materials: N(=O)OCCC(C)C (Isoamyl nitrite), CC1=C(N)C=CC=C1Cl (2-methyl-3-chloroaniline), C(C)(=O)[O-].[K+] (potassium acetate), [Li+].[OH-] (LiOH), C(C)(=O)OC(C)=O (acetic anhydride). Run in C(Cl)(Cl)Cl (chloroform), C1CCOC1 (THF), O (water), O (Water). Run at temperature 0 celsius. The product is ClC1=C2C=NNC2=CC=C1 (4-chloro-1H-indazole). The yield is 102.8%. RXN SMILES: [CH3:1][C:2]1[C:8]([Cl:9])=[CH:7][CH:6]=[CH:5][C:3]=1[NH2:4].C([O-])(=O)C.[K+].C(OC(=O)C)(=O)C.[N:22](OCCC(C)C)=O.[Li+].[OH-]>O.C1COCC1.C(Cl)(Cl)Cl>[Cl:9][C:8]1[CH:7]=[CH:6][CH:5]=[C:3]2[C:2]=1[CH:1]=[N:22][NH:4]2 |f:1.2,5.6|. Procedure details: To a 250 ml flask with stir bar was added 2-methyl-3-chloroaniline (8.4 ml, 9.95 g, 70.6 mmol), potassium acetate (8.3 g, 84.7 mmol) and chloroform (120 ml). This mixture was cooled to 0° C. with stirring. To the cooled mixture was added acetic anhydride (20.0 ml, 212 mmol) drop wise over 2 minutes. The reaction mixture was warmed to 25° C. and stirred for 1 hour. At this point, the reaction was heated to 60° C. Isoamyl nitrite (18.9 ml, 141 mmol) was added and the reaction was stirred overnight...